Dataset: the Open Reaction Database (ORD), a public repository of structured organic reaction records. Task: describe an organic reaction: reactants, conditions, products, and yield Starting materials: BrC1=CC=C(C(=N1)OC)N1C=NC(=C1)C (6-bromo-2-methoxy-3-(4-methyl-1H-imidazol-1-yl)pyridine), cuprous oxide, solution, N (ammonia), CO (methanol). The solvent is O (water), C(CO)O (ethylene glycol). Conditions: temperature 100 celsius. Yields the product COC1=C(C=CC(=N1)N)N1C=NC(=C1)C (6-methoxy-5-(4-methyl-1H-imidazol-1-yl)pyridin-2-amine). The yield is 100.0%. Reaction SMILES: Br[C:2]1[N:7]=[C:6]([O:8][CH3:9])[C:5]([N:10]2[CH:14]=[C:13]([CH3:15])[N:12]=[CH:11]2)=[CH:4][CH:3]=1.[NH3:16].CO>C(O)CO.O>[CH3:9][O:8][C:6]1[N:7]=[C:2]([NH2:16])[CH:3]=[CH:4][C:5]=1[N:10]1[CH:14]=[C:13]([CH3:15])[N:12]=[CH:11]1. Procedure: To a mixture of 6-bromo-2-methoxy-3-(4-methyl-1H-imidazol-1-yl)pyridine (1.000 g, 3.73 mmol) and cuprous oxide (0.053 g, 0.373 mmol) in 8.3 mL of ethylene glycol was added a 7 N solution of ammonia in methanol (7.99 mL, 55.9 mmol). The reaction mixture was heated in a high-pressure vessel at 100° C. overnight. Upon cooling to room temperature, the reaction mixture was diluted with water and extracted with ethyl acetate. The combined organic layers were dried over anhydrous magnesium sulfate and ... Starting materials: BrCc1cccc(Br)c1, O=C([O-])[O-], CC(C)=O, CCOC(C)=O, [I-], [K+], [K+], [K+], c1nc[nH]n1. Yields the product Brc1cccc(Cn2cncn2)c1. Reaction SMILES: [Br:1][c:2]1[cH:3][c:4]([CH2:5][Br:6])[cH:7][cH:8][cH:9]1.[C:15](=[O:16])([O-:17])[O-:18].[CH3:23][C:24](=[O:25])[CH3:26].[CH3:27][CH2:28][O:29][C:30](=[O:31])[CH3:32].[I-:22].[K+:19].[K+:20].[K+:21].[nH:10]1[n:11][cH:12][n:13][cH:14]1>>[Br:1][c:2]1[cH:3][c:4]([CH2:5][n:10]2[n:11][cH:12][n:13][cH:14]2)[cH:7][cH:8][cH:9]1. Reactants: Cl (HCl), BrC=1C=CC(=NC1Cl)C(=O)O (5-Bromo-6-chloropicolinic acid), FC(C(C)O)(F)F (1,1,1-trifluoropropan-2-ol), [OH-].[K+] (potassium hydroxide). Solvent: CS(=O)C (DMSO). Run at time 15 minute. Product: BrC=1C=CC(=NC1OC(C(F)(F)F)C)C(=O)O (5-Bromo-6-(1,1,1-trifluoropropan-2-yloxy)picolinic acid). Isolated yield 104.1%. RXN SMILES: [Br:1][C:2]1[CH:3]=[CH:4][C:5]([C:9]([OH:11])=[O:10])=[N:6][C:7]=1Cl.[OH-].[K+].[F:14][C:15]([F:20])([F:19])[CH:16]([OH:18])[CH3:17].Cl>CS(C)=O>[Br:1][C:2]1[CH:3]=[CH:4][C:5]([C:9]([OH:11])=[O:10])=[N:6][C:7]=1[O:18][CH:16]([CH3:17])[C:15]([F:20])([F:19])[F:14] |f:1.2|. Procedure details: 5-Bromo-6-chloropicolinic acid (5 g, 21.1 mmol; CAN 959958-25-9) was dissolved in DMSO (100 mL) to give a colorless solution. To this solution potassium hydroxide (4.75 g, 84.6 mmol) was added. The reaction mixture turned into a white suspension which was stirred for 15 min. Then 1,1,1-trifluoropropan-2-ol (2.41 g, 1.92 mL, 21.1 mmol) was added. The mixture was stirred for 1 d at ambient temp., poured onto icewater/1N HCl (200 mL) and extracted with EtOAc (2×400 mL). The organic layers were wash... Reactants: [BH4-], CC(C)COc1ccc(C(=O)c2ccc(OCC(C)C)c(CC(=O)O)c2)c(OCC(C)C)c1, CO, ClC(Cl)Cl, [Cl-], Cl, [Li+], [Na+], O. Yields the product CC(C)COc1ccc(C(O)c2ccc(OCC(C)C)c(CC(=O)O)c2)c(OCC(C)C)c1. Reaction SMILES: [BH4-:34].[CH2:1]([CH:2]([CH3:3])[CH3:4])[O:5][c:6]1[c:7]([C:8](=[O:9])[c:10]2[cH:11][cH:12][c:13]([O:20][CH2:21][CH:22]([CH3:23])[CH3:24])[c:14]([CH2:16][C:17](=[O:18])[OH:19])[cH:15]2)[cH:25][cH:26][c:27]([O:29][CH2:30][CH:31]([CH3:32])[CH3:33])[cH:28]1.[CH3:39][OH:40].[CH:42]([Cl:43])([Cl:44])[Cl:45].[Cl-:37].[ClH:38].[Li+:36].[Na+:35].[OH2:41]>>[CH2:1]([CH:2]([CH3:3])[CH3:4])[O:5][c:6]1[c:7]([CH:8]([OH:9])[c:10]2[cH:11][cH:12][c:13]([O:20][CH2:21][CH:22]([CH3:23])[CH3:24])[c:14]([CH2:16][C:17](=[O:18])[OH:19])[cH:15]2)[cH:25][cH:26][c:27]([O:29][CH2:30][CH:31]([CH3:32])[CH3:33])[cH:28]1.